This data is from the Open Reaction Database (ORD), a public repository of structured organic reaction records. The task is: describe an organic reaction: reactants, conditions, products, and yield Starting materials: O=C(Nc1cc(F)cc(F)c1)c1cncc(Br)c1, CC(C)(C)OC(=O)N1CC2CCNC2C1. Yields the product CC(C)(C)OC(=O)N1CC2CCN(c3cncc(C(=O)Nc4cc(F)cc(F)c4)c3)C2C1. RXN SMILES: [Br:1][c:2]1[cH:3][n:4][cH:5][c:6]([C:7](=[O:8])[NH:9][c:10]2[cH:11][c:12]([F:17])[cH:13][c:14]([F:16])[cH:15]2)[cH:18]1.[NH:19]1[CH:20]2[CH:21]([CH2:22][CH2:23]1)[CH2:24][N:25]([C:27](=[O:28])[O:29][C:30]([CH3:31])([CH3:32])[CH3:33])[CH2:26]2>>[c:2]1([N:19]2[CH:20]3[CH:21]([CH2:22][CH2:23]2)[CH2:24][N:25]([C:27](=[O:28])[O:29][C:30]([CH3:31])([CH3:32])[CH3:33])[CH2:26]3)[cH:3][n:4][cH:5][c:6]([C:7](=[O:8])[NH:9][c:10]2[cH:11][c:12]([F:17])[cH:13][c:14]([F:16])[cH:15]2)[cH:18]1. Starting materials: C1=CC=CC=2OC3=CC=CC=C3C(C12)C(=O)N (9H-xanthene-9-carboxylic acid amide), C(CC)C(=O)Cl (propanecarboxylic acid chloride). Yields the product C(CCC)(=O)NC(=O)C1C2=CC=CC=C2OC=2C=CC=CC12 (9H-Xanthene-9-carboxylic acid butyryl-amide). Reaction SMILES: [CH:1]1[C:14]2[CH:13]([C:15]([NH2:17])=[O:16])[C:12]3[C:7](=[CH:8][CH:9]=[CH:10][CH:11]=3)[O:6][C:5]=2[CH:4]=[CH:3][CH:2]=1.[CH2:18]([C:21](Cl)=[O:22])[CH2:19][CH3:20]>>[C:21]([NH:17][C:15]([CH:13]1[C:14]2[CH:1]=[CH:2][CH:3]=[CH:4][C:5]=2[O:6][C:7]2[C:12]1=[CH:11][CH:10]=[CH:9][CH:8]=2)=[O:16])(=[O:22])[CH2:18][CH2:19][CH3:20]. Procedure: The title compound, white solid, m.p. 222° C. and MS: m/e=295 (M4) was prepared in accordance with the general method of example 39 from 9H-xanthene-9-carboxylic acid amide and propanecarboxylic acid chloride. Reactants: COC1=NC=CC(=C1)CNC(=O)C=1NC2=CC=C(C=C2C1S(=O)(=O)C1=CC=CC=C1)Cl (N-(2-methoxy-4-pyridylmethyl)-5-chloro-3-phenylsulfonylindole-2-carboxamide), B(Br)(Br)Br (boron tribromide). The solvent is C(Cl)Cl (methylene chloride). Yields the product ClC=1C=C2C(=C(NC2=CC1)C(=O)NCC1=CC(NC=C1)=O)S(=O)(=O)C1=CC=CC=C1 (4-[(5-Chloro-3-phenylsulfonylindole-2-carboxamido)methyl]-pyridin-2(1H)-one). Reaction SMILES: C[O:2][C:3]1[CH:8]=[C:7]([CH2:9][NH:10][C:11]([C:13]2[NH:14][C:15]3[C:20]([C:21]=2[S:22]([C:25]2[CH:30]=[CH:29][CH:28]=[CH:27][CH:26]=2)(=[O:24])=[O:23])=[CH:19][C:18]([Cl:31])=[CH:17][CH:16]=3)=[O:12])[CH:6]=[CH:5][N:4]=1.B(Br)(Br)Br>C(Cl)Cl>[Cl:31][C:18]1[CH:19]=[C:20]2[C:15](=[CH:16][CH:17]=1)[NH:14][C:13]([C:11]([NH:10][CH2:9][C:7]1[CH:6]=[CH:5][NH:4][C:3](=[O:2])[CH:8]=1)=[O:12])=[C:21]2[S:22]([C:25]1[CH:30]=[CH:29][CH:28]=[CH:27][CH:26]=1)(=[O:24])=[O:23]. Procedure details: Reaction of N-(2-methoxy-4-pyridylmethyl)-5-chloro-3-phenylsulfonylindole-2-carboxamide with boron tribromide in methylene chloride at 0° C. to room temperature, according to the procedure described in Example 39, provides the title compound. The reactants are CC(C)C(=O)c1ccccc1, CCOP(=O)(Cc1cn(C(c2ccccc2)(c2ccccc2)c2ccccc2)cn1)OCC, C1CCOC1. The product is CC(C)C(=Cc1cn(C(c2ccccc2)(c2ccccc2)c2ccccc2)cn1)c1ccccc1. As a reaction SMILES: [C:34]([CH:35]([CH3:36])[CH3:37])(=[O:38])[c:39]1[cH:40][cH:41][cH:42][cH:43][cH:44]1.[CH2:1]([O:2][P:3](=[O:4])([O:5][CH2:6][CH3:7])[CH2:9][c:10]1[n:11][cH:12][n:13]([C:15]([c:16]2[cH:17][cH:18][cH:19][cH:20][cH:21]2)([c:22]2[cH:23][cH:24][cH:25][cH:26][cH:27]2)[c:28]2[cH:29][cH:30][cH:31][cH:32][cH:33]2)[cH:14]1)[CH3:8].[CH2:45]1[O:46][CH2:47][CH2:48][CH2:49]1>>[CH:9]([c:10]1[n:11][cH:12][n:13]([C:15]([c:16]2[cH:17][cH:18][cH:19][cH:20][cH:21]2)([c:22]2[cH:23][cH:24][cH:25][cH:26][cH:27]2)[c:28]2[cH:29][cH:30][cH:31][cH:32][cH:33]2)[cH:14]1)=[C:34]([CH:35]([CH3:36])[CH3:37])[c:39]1[cH:40][cH:41][cH:42][cH:43][cH:44]1.